This data is from the Open Reaction Database (ORD), a public repository of structured organic reaction records. The task is: describe an organic reaction: reactants, conditions, products, and yield Reactants: C(C)(C)OC(C)C (isopropyl ether), C(C)(C)OC(C)C.CCCCCCC (isopropyl ether heptane), O1C(C=CC2=C1C=1C=CNC1CC2)C(=O)OC (methyl 5,6-dihydro-7H-pyrano[2,3-e]indole-2-carboxylate), N1C(=CC2=CC=C3C(=C12)CCCO3)C(=O)OC (methyl 7,8-dihydro-9H-pyrano[2,3-g]indol-2-carboxylate), products, O1C(=CC=C2CC=3CCNC3C=C21)C(=O)OC (methyl 6,7-dihydro-5H-pyrano[3,2-f]indole-2-carboxylate). Product: N1C(=CC2=CC=C3C(=C12)CCCO3)C(=O)O (7,8-Dihydro-9H-pyrano[2,3-g]indole-2-carboxylic acid), N1C(=CC2=CC=C3C(=C12)CCCO3)C(=O)O.O3C(C=CC1=C3C=3C=CNC3CC1)C(=O)O (5,6-dihydro-7H-pyrano[2,3-e]indole-2-carboxylic acid 7,8-Dihydro-9H-pyrano[2,3-g]indole-2-carboxylic acid), O1C(=CC=C2CC=3CCNC3C=C21)C(=O)O (6,7-dihydro-5H-pyrano[3,2-f]indole-2-carboxylic acid), O1C(C=CC2=C1C=1C=CNC1CC2)C(=O)O (5,6-dihydro-7H-pyrano[2,3-e]indole-2-carboxylic acid), products. Isolated yield 20.0%. RXN SMILES: [NH:1]1[C:9]2[C:4](=[CH:5][CH:6]=[C:7]3[O:13][CH2:12][CH2:11][CH2:10][C:8]3=2)[CH:3]=[C:2]1[C:14]([O:16]C)=[O:15].[O:18]1[C:30]2[C:22]([CH2:23][C:24]3[CH2:25][CH2:26][NH:27][C:28]=3[CH:29]=2)=[CH:21][CH:20]=[C:19]1[C:31]([O:33]C)=[O:32].[O:35]1[C:40]2[C:41]3[CH:42]=[CH:43][NH:44][C:45]=3[CH2:46][CH2:47][C:39]=2[CH:38]=[CH:37][CH:36]1[C:48]([O:50]C)=[O:49].C(OC(C)C)(C)C.C(OC(C)C)(C)C.CCCCCCC>>[NH:1]1[C:9]2[C:4](=[CH:5][CH:6]=[C:7]3[O:13][CH2:12][CH2:11][CH2:10][C:8]3=2)[CH:3]=[C:2]1[C:14]([OH:16])=[O:15].[NH:1]1[C:9]2[C:4](=[CH:5][CH:6]=[C:7]3[O:13][CH2:12][CH2:11][CH2:10][C:8]3=2)[CH:3]=[C:2]1[C:14]([OH:16])=[O:15].[O:18]1[C:30]2[C:29]3[CH:25]=[CH:26][NH:27][C:28]=3[CH2:24][CH2:23][C:22]=2[CH:21]=[CH:20][CH:19]1[C:31]([OH:33])=[O:32].[O:35]1[C:40]2[C:39]([CH2:47][C:46]3[CH2:42][CH2:43][NH:44][C:45]=3[CH:41]=2)=[CH:38][CH:37]=[C:36]1[C:48]([OH:50])=[O:49].[O:18]1[C:30]2[C:29]3[CH:25]=[CH:26][NH:27][C:28]=3[CH2:24][CH2:23][C:22]=2[CH:21]=[CH:20][CH:19]1[C:31]([OH:33])=[O:32] |f:4.5,7.8|. Procedure: To a stirred solution of 4-hydroxychroman (10.14 g, 67.5 mmol) in acetic acid (150 mL) under Ar was added acetic anhydride (12.7 mL, 135 mmol) and the mixture was heated at reflux for 3 h, then allowed to cool to ambient temperature. Palladium on carbon (10 wt %; 1.8 g, 2.5 mol %) was added and the mixture was shaken in a Parr hydrogenator under a 42 psi atmosphere of hydrogen overnight. The reaction mixture was filtered, the solvent was removed in vacuo and the residue was taken-up in ethyl ace...